This data is from the Open Reaction Database (ORD), a public repository of structured organic reaction records. The task is: describe an organic reaction: reactants, conditions, products, and yield Starting materials: COC1(c2ccccc2)CCN(C(=O)OC(C)(C)C)CC1, CCOC(C)=O, Cl. The product is Cl, COC1(c2ccccc2)CCNCC1. As a reaction SMILES: [C:1]([O:2][C:3](=[O:4])[N:8]1[CH2:9][CH2:10][C:11]([c:14]2[cH:15][cH:16][cH:17][cH:18][cH:19]2)([O:20][CH3:21])[CH2:12][CH2:13]1)([CH3:5])([CH3:6])[CH3:7].[CH3:23][CH2:24][O:25][C:26]([CH3:27])=[O:28].[ClH:22]>>[ClH:22].[NH:8]1[CH2:9][CH2:10][C:11]([c:14]2[cH:15][cH:16][cH:17][cH:18][cH:19]2)([O:20][CH3:21])[CH2:12][CH2:13]1. Starting materials: BrC=1C=C2C=CC(N(C2=CC1)CC1=CC=C(C=C1)OC)=O (6-bromo-1-(4-methoxybenzyl)quinolin-2(1H)-one), C([O-])([O-])=O.[K+].[K+] (potassium carbonate), n-tert butyl ammonium chloride, C(C=C)(=O)OCC (ethyl acrylate). Reagents/catalysts: C(C)(=O)[O-].[Pd+2].C(C)(=O)[O-] (palladium acetate). Run in CN(C)C=O (DMF). Reaction conditions: time 20 minute. Product: COC1=CC=C(CN2C(C=CC3=CC(=CC=C23)/C=C/C(=O)OCC)=O)C=C1 ((E)-ethyl 3-(1-(4-methoxybenzyl)-2-oxo-1,2-dihydroquinolin-6-yl)acrylate). Yield: 75.9%. Reaction SMILES: Br[C:2]1[CH:3]=[C:4]2[C:9](=[CH:10][CH:11]=1)[N:8]([CH2:12][C:13]1[CH:18]=[CH:17][C:16]([O:19][CH3:20])=[CH:15][CH:14]=1)[C:7](=[O:21])[CH:6]=[CH:5]2.C(=O)([O-])[O-].[K+].[K+].[C:28]([O:32][CH2:33][CH3:34])(=[O:31])[CH:29]=[CH2:30]>CN(C=O)C.C([O-])(=O)C.[Pd+2].C([O-])(=O)C>[CH3:20][O:19][C:16]1[CH:17]=[CH:18][C:13]([CH2:12][N:8]2[C:9]3[C:4](=[CH:3][C:2](/[CH:30]=[CH:29]/[C:28]([O:32][CH2:33][CH3:34])=[O:31])=[CH:11][CH:10]=3)[CH:5]=[CH:6][C:7]2=[O:21])=[CH:14][CH:15]=1 |f:1.2.3,6.7.8|. Reported procedure: To a stirred solution of 6-bromo-1-(4-methoxybenzyl)quinolin-2(1H)-one (1 g, 2.9 mmol) in DMF (10 mL) were added potassium carbonate (1.19 g, 8.69 mmol), n-tert butyl ammonium chloride (0.66 g, 2.9 mmol), ethyl acrylate (1.16 g, 11.6 mmol) and palladium acetate (0.65 g, 2.9 mmol). The reaction mixture was stirred at room temperature for 20 min, then heated to 120° C. overnight. The reaction mixture was concentrated. To this, was added water and extracted with ethyl acetate, and the combined orga... Reactants: O=C([O-])[O-], Oc1ccc(Cl)c(Cl)c1, N#Cc1cc(F)ccc1F, [K+], [K+], CN(C)C=O. The product is N#Cc1cc(F)ccc1Oc1ccc(Cl)c(Cl)c1. As a reaction SMILES: [C:10](=[O:11])([O-:12])[O-:13].[Cl:1][c:2]1[cH:3][c:4]([OH:9])[cH:5][cH:6][c:7]1[Cl:8].[F:16][c:17]1[c:18]([C:19]#[N:20])[cH:21][c:22]([F:25])[cH:23][cH:24]1.[K+:14].[K+:15].[O:26]=[CH:27][N:28]([CH3:29])[CH3:30]>>[Cl:1][c:2]1[cH:3][c:4]([O:9][c:17]2[c:18]([C:19]#[N:20])[cH:21][c:22]([F:25])[cH:23][cH:24]2)[cH:5][cH:6][c:7]1[Cl:8].